This data is from the Open Reaction Database (ORD), a public repository of structured organic reaction records. The task is: describe an organic reaction: reactants, conditions, products, and yield Starting materials: CS(=O)(=O)OCC1=CC(=CC2=CN(N=C12)COCC[Si](C)(C)C)Cl ((5-chloro-2-((2-(trimethylsilyl)ethoxy)methyl)-2H-indazol-7-yl)methyl methanesulfonate), [C-]#N.[Na+] (sodium cyanide). The solvent is C(C)OCC (diethyl ether), CN(C=O)C (dimethylformamide). Conditions: time 30 minute. Yields the product ClC1=CC2=CN(N=C2C(=C1)CC#N)COCC[Si](C)(C)C (2-(5-Chloro-2-((2-(trimethylsilyl)ethoxy)methyl)-2H-indazol-7-yl)acetonitrile). As a reaction SMILES: CS(O[CH2:6][C:7]1[C:15]2[C:11](=[CH:12][N:13]([CH2:16][O:17][CH2:18][CH2:19][Si:20]([CH3:23])([CH3:22])[CH3:21])[N:14]=2)[CH:10]=[C:9]([Cl:24])[CH:8]=1)(=O)=O.[C-:25]#[N:26].[Na+]>CN(C)C=O.C(OCC)C>[Cl:24][C:9]1[CH:8]=[C:7]([CH2:6][C:25]#[N:26])[C:15]2[C:11](=[CH:12][N:13]([CH2:16][O:17][CH2:18][CH2:19][Si:20]([CH3:23])([CH3:22])[CH3:21])[N:14]=2)[CH:10]=1 |f:1.2|. Procedure details: To a solution of (5-chloro-2-((2-(trimethylsilyl)ethoxy)methyl)-2H-indazol-7-yl)methyl methanesulfonate (3.25 g, 8.3 mmol) in dimethylformamide (10 mL) at room temperature was added sodium cyanide (0.815 g, 16.6 mmol). The reaction was placed in a 60° C. oil bath and allowed to stir for 30 min. The reaction was cooled, diluted with diethyl ether, washed with water (2×), then brine, dried over magnesium sulfate, and concentrated to give 2.33 g (87%). 1H-NMR (CDCl3, 500 MHz) δ 8.07 (s, 1H), 7.62 (... The reactants are C(C)(C)(C)OC(=O)N1[C@H](C[C@H](CC1)OC1=CC(=CC=C1)Br)C (4-(3-bromo-phenoxy)-cis-2-methyl-piperidine-1-carboxylic acid tert-butyl ester), C(C1=CC=CC=C1)(C1=CC=CC=C1)=N (benzhydrylideneamine), CC(C)([O-])C.[Na+] (sodium t-butoxide), tris(dibenzylidineacetone)-dipalladium(0). Reagents/catalysts: C1(=CC=CC=C1)P(C1=C(C2=CC=CC=C2C=C1)C1=C(C=CC2=CC=CC=C12)P(C1=CC=CC=C1)C1=CC=CC=C1)C1=CC=CC=C1 (racemic-2,2′-bis(diphenylphosphino)-1,1′ binaphthyl). The solvent is C1(=CC=CC=C1)C (toluene). Conditions: temperature 100 celsius, time 10 minute. Yields the product C(C)(C)(C)OC(=O)N1[C@H](C[C@H](CC1)OC1=CC(=CC=C1)N=C(C1=CC=CC=C1)C1=CC=CC=C1)C (4-[3-(Benzhydrylidene-amino)-phenoxy]-cis-2-methyl-piperidine-1-carboxylic acid tert-butyl ester). As a reaction SMILES: [C:1]([O:5][C:6]([N:8]1[CH2:13][CH2:12][C@H:11]([O:14][C:15]2[CH:20]=[CH:19][CH:18]=[C:17](Br)[CH:16]=2)[CH2:10][C@@H:9]1[CH3:22])=[O:7])([CH3:4])([CH3:3])[CH3:2].[C:23](=[NH:36])([C:30]1[CH:35]=[CH:34][CH:33]=[CH:32][CH:31]=1)[C:24]1[CH:29]=[CH:28][CH:27]=[CH:26][CH:25]=1.CC(C)([O-])C.[Na+]>C1(C)C=CC=CC=1.C1(P(C2C=CC=CC=2)C2C=CC3C(=CC=CC=3)C=2C2C3C(=CC=CC=3)C=CC=2P(C2C=CC=CC=2)C2C=CC=CC=2)C=CC=CC=1>[C:1]([O:5][C:6]([N:8]1[CH2:13][CH2:12][C@H:11]([O:14][C:15]2[CH:20]=[CH:19][CH:18]=[C:17]([N:36]=[C:23]([C:24]3[CH:29]=[CH:28][CH:27]=[CH:26][CH:25]=3)[C:30]3[CH:35]=[CH:34][CH:33]=[CH:32][CH:31]=3)[CH:16]=2)[CH2:10][C@@H:9]1[CH3:22])=[O:7])([CH3:4])([CH3:3])[CH3:2] |f:2.3|. Procedure details: Heat a mixture of 4-(3-bromo-phenoxy)-cis-2-methyl-piperidine-1-carboxylic acid tert-butyl ester isomer 2 (preparation 23, 0.759 g), benzhydrylideneamine (0.446 g), racemic-2,2′-bis(diphenylphosphino)-1,1′ binaphthyl (50 mg) and sodium t-butoxide (0.269 g) in toluene (20 mL) at 100° C. After 10 min., add tris(dibenzylidineacetone)-dipalladium(0) (37 mg) and heat at 100° C. After 2.5 hr., partition between ethyl acetate-hexane (1:4) and saturated aqueous NaCl, dry over anhydrous sodium sulfate, e... Reactants: O (water), CNC1=CC=C(C=C1)[N+](=O)[O-] (N-methyl-4-nitroaniline), Cl.ClCC=1N(C=CN1)CCC (2-chloromethyl-1-propylimidazole hydrochloride), [H-].[Na+] (sodium hydride). Run in C1CCOC1 (THF). Conditions: time 1 hour. The product is CN(C1=CC=C(C=C1)[N+](=O)[O-])CC=1N(C=CN1)CCC (N-methyl-4-nitro-N-[(1-propylimidazol-2-yl)methyl]aniline). Isolated yield 65.1%. Reaction SMILES: [CH3:1][NH:2][C:3]1[CH:8]=[CH:7][C:6]([N+:9]([O-:11])=[O:10])=[CH:5][CH:4]=1.[H-].[Na+].Cl.Cl[CH2:16][C:17]1[N:18]([CH2:22][CH2:23][CH3:24])[CH:19]=[CH:20][N:21]=1.O>C1COCC1>[CH3:1][N:2]([CH2:16][C:17]1[N:18]([CH2:22][CH2:23][CH3:24])[CH:19]=[CH:20][N:21]=1)[C:3]1[CH:4]=[CH:5][C:6]([N+:9]([O-:11])=[O:10])=[CH:7][CH:8]=1 |f:1.2,3.4|. Reported procedure: N-methyl-4-nitroaniline (2.3 g) was dissolved in THF (92 ml), 60% sodium hydride (1.85 g) was added to the solution at 0° C., and the mixture was stirred for 1 hour at room temperature. 2-chloromethyl-1-propylimidazole hydrochloride (3.54 g) was added to the mixture at room temperature and the mixture was stirred for 240 hours. To the reaction mixture was added water, and the mixture was extracted with ethyl acetate. The organic layer was washed with saturated brine, and dried over magnesium sul... The reactants are S1C(=NC2=C1C=CC=C2)C#CC=2N=C1N(C(=CN=C1N1CCOCC1)C1=CC=C(C(=O)OC(C)(C)C)C=C1)C2 (tert-Butyl 4-(2-(benzo[d]thiazol-2-ylethynyl)-8-morpholinoimidazo[1,2-a]pyrazin-5-yl)benzoate), C(=O)(C(F)(F)F)O (TFA), O (water). Solvent: ClCCl (dichloromethane), ClCCl (dichloromethane). Run at time 18 hour. Product: S1C(=NC2=C1C=CC=C2)C#CC=2N=C1N(C(=CN=C1N1CCOCC1)C1=CC=C(C(=O)O)C=C1)C2 (4-(2-(Benzo[d]thiazol-2-ylethynyl)-8-morpholinoimidazo[1,2-a]pyrazin-5-yl)benzoic acid). RXN SMILES: [S:1]1[C:5]2[CH:6]=[CH:7][CH:8]=[CH:9][C:4]=2[N:3]=[C:2]1[C:10]#[C:11][C:12]1[N:13]=[C:14]2[C:19]([N:20]3[CH2:25][CH2:24][O:23][CH2:22][CH2:21]3)=[N:18][CH:17]=[C:16]([C:26]3[CH:38]=[CH:37][C:29]([C:30]([O:32]C(C)(C)C)=[O:31])=[CH:28][CH:27]=3)[N:15]2[CH:39]=1.C(O)(C(F)(F)F)=O.O>ClCCl>[S:1]1[C:5]2[CH:6]=[CH:7][CH:8]=[CH:9][C:4]=2[N:3]=[C:2]1[C:10]#[C:11][C:12]1[N:13]=[C:14]2[C:19]([N:20]3[CH2:25][CH2:24][O:23][CH2:22][CH2:21]3)=[N:18][CH:17]=[C:16]([C:26]3[CH:38]=[CH:37][C:29]([C:30]([OH:32])=[O:31])=[CH:28][CH:27]=3)[N:15]2[CH:39]=1. Procedure details: To a solution of compound 81c (49 mg, 0.09 mmol) in dichloromethane (4 mL), TFA (1 mL, 13 mmol) was added. The mixture was stirred at rt for 18 h and concentrated under reduced pressure. The oil obtained was dissolved in dichloromethane and water was added. The resultant precipitate was collected by filtration to afford the title compound 11. 1H-NMR (400 MHz, DMSO-d6) δ (ppm): 13.18 (s, 1H), 8.60 (s, 1H), 8.20 (d, J=8.2 Hz, 1H), 8.13-8.11 (m, 3H), 7.85 (d, J=8.3 Hz, 2H), 7.66-7.57 (m, 3H), 4.29 ... The reactants are O=C1NC(C2=CC=CC=C12)=O.CCC(=O)Cl (2,3-dihydro-1,3-dioxo-1H -isoindole alpha-methyl-acetyl chloride), CC1=C(C(=CC=C1)C)NCCCCCCC=1C=NC=CC1 (N-(2,6-dimethylphenyl)-3-pyridinehexanamine). Solvent: O (water), [OH-].[Na+] (sodium hydroxide), ClCCl (dichloromethane), ClCCl (dichloromethane). Run at time 8 hour. The product is CC1=C(C(=CC=C1)C)N(C(C(N1C(C2=CC=CC=C2C1=O)=O)C)=O)CCCCCCC=1C=NC=CC1 (rac.-2,3-dihydro-N-(2,6-dimethylphenyl)-alpha-methyl-1,3-dioxo-N-[6-(3-pyridinyl)hexyl]-1H-isoindole-2-acetamide). Isolated yield 67.2%. RXN SMILES: [O:1]=[C:2]1[C:10]2[C:5](=[CH:6][CH:7]=[CH:8][CH:9]=2)[C:4](=[O:11])[NH:3]1.[CH3:12][CH2:13][C:14](Cl)=[O:15].[CH3:17][C:18]1[CH:23]=[CH:22][CH:21]=[C:20]([CH3:24])[C:19]=1[NH:25][CH2:26][CH2:27][CH2:28][CH2:29][CH2:30][CH2:31][C:32]1[CH:33]=[N:34][CH:35]=[CH:36][CH:37]=1>ClCCl.O.[OH-].[Na+]>[CH3:24][C:20]1[CH:21]=[CH:22][CH:23]=[C:18]([CH3:17])[C:19]=1[N:25]([CH2:26][CH2:27][CH2:28][CH2:29][CH2:30][CH2:31][C:32]1[CH:33]=[N:34][CH:35]=[CH:36][CH:37]=1)[C:14](=[O:15])[CH:13]([CH3:12])[N:3]1[C:4](=[O:11])[C:5]2[C:10](=[CH:9][CH:8]=[CH:7][CH:6]=2)[C:2]1=[O:1] |f:0.1,5.6|. Reported procedure: A solution of 1.7 g of 2,3-dihydro-1,3-dioxo-1H -isoindole-alpha-methyl-acetyl chloride in 20 ml of dry dichloromethane was added dropwise to a solution of 2.0 g N-(2,6-dimethylphenyl)-3-pyridinehexanamine in 20 ml of dichloromethane. The reaction mixture was stirred overnight at room temperature, diluted with water and aqueous sodium hydroxide and the layers were separated. The aqueous layer was extracted with dichloromethane and the combined organic layers were washed with water, dried with po... Reactants: ClC1=C(C=CC(=C1)Cl)C(CN1N=CN=C1)(CN)O (2-(2,4-dichlorophenyl)-3-amino-1-(1H-1,2,4-triazol-1-yl)propan-2-ol), COC1=CC=C(C=C1)S(=O)(=O)Cl (p-methoxybenzenesulfonylchloride). Yields the product ClC1=C(C=CC(=C1)Cl)C(CN1N=CN=C1)(CNS(=O)(=O)C1=CC=C(C=C1)OC)O (2-(2,4-Dichlorophenyl)-3-(4-methoxybenzenesulfonamido)-1-(1H-1,2,4-triazol-1-yl)propan-2-ol). As a reaction SMILES: [Cl:1][C:2]1[CH:7]=[C:6]([Cl:8])[CH:5]=[CH:4][C:3]=1[C:9]([OH:18])([CH2:16][NH2:17])[CH2:10][N:11]1[CH:15]=[N:14][CH:13]=[N:12]1.[CH3:19][O:20][C:21]1[CH:26]=[CH:25][C:24]([S:27](Cl)(=[O:29])=[O:28])=[CH:23][CH:22]=1>>[Cl:1][C:2]1[CH:7]=[C:6]([Cl:8])[CH:5]=[CH:4][C:3]=1[C:9]([OH:18])([CH2:16][NH:17][S:27]([C:24]1[CH:23]=[CH:22][C:21]([O:20][CH3:19])=[CH:26][CH:25]=1)(=[O:29])=[O:28])[CH2:10][N:11]1[CH:15]=[N:14][CH:13]=[N:12]1. Procedure: Following the procedure described in the preceeding examples but using 2-(2,4-dichlorophenyl)-3-amino-1-(1H-1,2,4-triazol-1-yl)propan-2-ol and p-methoxybenzenesulfonylchloride, the title compound was obtained in a similar yield: mp 56°-66° C.; 1H NMR (80 MHz, CDCl3)δ(TMS) 8.0-7.5 (m, 4H, arom), 7.3-6.9 (m, 3H, arom.), 5.24 (br s, 1H, NH), 4.96 (AB system, Δv=0.52, J=14.5 Hz, 2H, CH2 -Tr), 3.85 (s, 3H, OMe), 3.55 (dq, Jd =5.2 Hz, Jq =J=14 Hz, 2H, CH2NH), 2.16 (s, 1H, N=CH), 2.03 (s, 1H, N=CH). An...